From a dataset of the Open Reaction Database (ORD), a public repository of structured organic reaction records. describe an organic reaction: reactants, conditions, products, and yield The reactants are C(C1=CC=CC=C1)SC1=NC=NC2=C1N=C(N=C2N2CC(OCC2)C)Cl (8-benzylthio-2-chloro-4-(2-methylmorpholino)-pyrimido-[5,4-d]-pyrimidine), N1CCNCC1 (piperazine). The product is C(C1=CC=CC=C1)SC1=NC=NC2=C1N=C(N=C2N2CC(OCC2)C)N2CCNCC2 (8-Benzylthio-4-(2-methylmorpholino)-2-piperazino-pyrimido-[5,4-d]-pyrimidine). RXN SMILES: [CH2:1]([S:8][C:9]1[C:14]2[N:15]=[C:16](Cl)[N:17]=[C:18]([N:19]3[CH2:24][CH2:23][O:22][CH:21]([CH3:25])[CH2:20]3)[C:13]=2[N:12]=[CH:11][N:10]=1)[C:2]1[CH:7]=[CH:6][CH:5]=[CH:4][CH:3]=1.[NH:27]1[CH2:32][CH2:31][NH:30][CH2:29][CH2:28]1>>[CH2:1]([S:8][C:9]1[C:14]2[N:15]=[C:16]([N:27]3[CH2:32][CH2:31][NH:30][CH2:29][CH2:28]3)[N:17]=[C:18]([N:19]3[CH2:24][CH2:23][O:22][CH:21]([CH3:25])[CH2:20]3)[C:13]=2[N:12]=[CH:11][N:10]=1)[C:2]1[CH:7]=[CH:6][CH:5]=[CH:4][CH:3]=1. Reported procedure: This compound was prepared analogous to Example 1 from 8-benzylthio-2-chloro-4-(2-methylmorpholino)-pyrimido-[5,4-d]-pyrimidine (m.p.: 40°-60° C.) and piperazine. Starting materials: C(=O)(C(F)(F)F)O (TFA), Solvent A, C(=O)(C(F)(F)F)O (TFA), Solvent A, Solvent B, C(=O)(C(F)(F)F)O (TFA), Solvent B, ClC1=CC(=C(C=N1)C1=NC(=CC=C1)OC)NC(C)C (6′-Chloro-N-isopropyl-6-methoxy-[2,3′-bipyridin]-4′-amine), NC1=CC2=C(N=CS2)C=C1 (6-aminobenzothiazole), C=1C=CC(=CC1)P(C=2C=CC=CC2)C3=CC=C4C=CC=CC4=C3C5=C6C=CC=CC6=CC=C5P(C=7C=CC=CC7)C=8C=CC=CC8 (BINAP), CC(C)([O-])C.[Na+] (sodium tert-butoxide), C(=O)(C(F)(F)F)O (TFA). The reagents and catalysts are C=1C=CC(=CC1)/C=C/C(=O)/C=C/C2=CC=CC=C2.C=1C=CC(=CC1)/C=C/C(=O)/C=C/C2=CC=CC=C2.C=1C=CC(=CC1)/C=C/C(=O)/C=C/C2=CC=CC=C2.[Pd].[Pd] (Pd2(dba)3). The solvent is O (H2O), CO (MeOH), O (H2O), O (H2O), C(C)#N (ACN), CO (MeOH), O (H2O), C(C)#N (ACN), C1(=CC=CC=C1)C (Toluene). Run at temperature 110 celsius, time 3 minute. The product is S1C=NC2=C1C=C(C=C2)NC2=CC(=C(C=N2)C2=NC(=CC=C2)OC)NC(C)C (N6′-(Benzo[d]thiazol-6-yl)-N4′-isopropyl-6-methoxy-[2,3′-bipyridine]-4′,6′-diamine). RXN SMILES: Cl[C:2]1[N:7]=[CH:6][C:5]([C:8]2[CH:13]=[CH:12][CH:11]=[C:10]([O:14][CH3:15])[N:9]=2)=[C:4]([NH:16][CH:17]([CH3:19])[CH3:18])[CH:3]=1.[NH2:20][C:21]1[CH:29]=[CH:28][C:24]2[N:25]=[CH:26][S:27][C:23]=2[CH:22]=1.C1C=CC(P(C2C(C3C(P(C4C=CC=CC=4)C4C=CC=CC=4)=CC=C4C=3C=CC=C4)=C3C(C=CC=C3)=CC=2)C2C=CC=CC=2)=CC=1.CC(C)([O-])C.[Na+].C(O)(C(F)(F)F)=O>C1(C)C=CC=CC=1.C1C=CC(/C=C/C(/C=C/C2C=CC=CC=2)=O)=CC=1.C1C=CC(/C=C/C(/C=C/C2C=CC=CC=2)=O)=CC=1.C1C=CC(/C=C/C(/C=C/C2C=CC=CC=2)=O)=CC=1.[Pd].[Pd].O.C(#N)C.CO>[S:27]1[C:23]2[CH:22]=[C:21]([NH:20][C:2]3[N:7]=[CH:6][C:5]([C:8]4[CH:13]=[CH:12][CH:11]=[C:10]([O:14][CH3:15])[N:9]=4)=[C:4]([NH:16][CH:17]([CH3:19])[CH3:18])[CH:3]=3)[CH:29]=[CH:28][C:24]=2[N:25]=[CH:26]1 |f:3.4,7.8.9.10.11|. Procedure: 6′-Chloro-N-isopropyl-6-methoxy-[2,3′-bipyridin]-4′-amine (25 mg, 0.090 mmol), 6-aminobenzothiazole (20.28 mg, 0.135 mmol), BINAP (1.121 mg, 1.800 μmol), sodium tert-butoxide (26.0 mg, 0.270 mmol) were dissolved in Toluene (1 ml) in a sealed tube and thoroughly purged with N2 for 5 minutes. Pd2(dba)3 (3.3 mg, 3.6 μmol) was added and the reaction mass was once again purged with N2 for 5 minutes. The pressure tube was sealed and heated at 110° C. overnight. The reaction was cooled to rt and passed... The reactants are O=C([O-])[O-], CN(C)C=O, ClCc1ccc2ccccc2n1, Cl, [K+], [K+], Oc1cccc(C(O)(c2nccs2)C(F)(F)F)c1. Product: OC(c1cccc(OCc2ccc3ccccc3n2)c1)(c1nccs1)C(F)(F)F. As a reaction SMILES: [C:32](=[O:33])([O-:34])[O-:35].[CH3:38][N:39]([CH3:40])[CH:41]=[O:42].[Cl:20][CH2:21][c:22]1[n:23][c:24]2[cH:25][cH:26][cH:27][cH:28][c:29]2[cH:30][cH:31]1.[ClH:19].[K+:36].[K+:37].[OH:1][C:2]([C:3]([F:4])([F:5])[F:6])([c:7]1[cH:8][c:9]([OH:13])[cH:10][cH:11][cH:12]1)[c:14]1[s:15][cH:16][cH:17][n:18]1>>[OH:1][C:2]([C:3]([F:4])([F:5])[F:6])([c:7]1[cH:8][c:9]([O:13][CH2:21][c:22]2[n:23][c:24]3[cH:25][cH:26][cH:27][cH:28][c:29]3[cH:30][cH:31]2)[cH:10][cH:11][cH:12]1)[c:14]1[s:15][cH:16][cH:17][n:18]1. Starting materials: ClC1=CC2=C(C=N1)OC1=CC=C(C=C1C2\1COCC\C(=N1)\N)C=1C(=NC=CC1)F ((E)-3-chloro-7-(2-fluoropyridin-3-yl)-6′,7′-dihydro-2′H-spiro[chromeno[2,3-c]pyridine-5,3′-[1,4]oxazepin]-5′-amine), FC1=NC=CC(=C1)B(O)O (2-fluoropyridin-4-ylboronic acid), Pd(AmPhos)2Cl2, P(=O)([O-])([O-])[O-].[K+].[K+].[K+] (potassium phosphate). Reaction conditions: temperature 110 celsius. Reported procedure: A vial was charged with (E)-3-chloro-7-(2-fluoropyridin-3-yl)-6′,7′-dihydro-2′H-spiro[chromeno[2,3-c]pyridine-5,3′-[1,4]oxazepin]-5′-amine (142 mg, 0.346 mmol), 2-fluoropyridin-4-ylboronic acid (122 mg, 0.864 mmol), Pd(AmPhos)2Cl2 (12.24 mg, 0.017 mmol), and potassium phosphate (220 mg, 1.037 mmol). The vial was flushed with Ar (g), then dioxane (1296 μL) and water (432 μL) were added in sequence. The vial was sealed and heated in a microwave reactor for 30 min at 110° C. The mixture was extract... Product: FC1=NC=CC=C1C=1C=C2C(=CC1)OC=1C=NC(=CC1C2\1COCC\C(=N1)\N)C1=CC(=NC=C1)F ((E)-7-(2-fluoropyridin-3-yl)-3-(2-fluoropyridin-4-yl)-6′,7′-dihydro-2′H-spiro[chromeno[2,3-c]pyridine-5,3′-[1,4]oxazepin]-5′-amine). RXN SMILES: Cl[C:2]1[N:7]=[CH:6][C:5]2[O:8][C:9]3[C:14]([C:15]4([CH2:16][O:17][CH2:18][CH2:19][C:20]([NH2:22])=[N:21]4)[C:4]=2[CH:3]=1)=[CH:13][C:12]([C:23]1[C:24]([F:29])=[N:25][CH:26]=[CH:27][CH:28]=1)=[CH:11][CH:10]=3.[F:30][C:31]1[CH:36]=[C:35](B(O)O)[CH:34]=[CH:33][N:32]=1.P([O-])([O-])([O-])=O.[K+].[K+].[K+]>>[F:29][C:24]1[C:23]([C:12]2[CH:13]=[C:14]3[C:15]4([CH2:16][O:17][CH2:18][CH2:19][C:20]([NH2:22])=[N:21]4)[C:4]4[CH:3]=[C:2]([C:35]5[CH:34]=[CH:33][N:32]=[C:31]([F:30])[CH:36]=5)[N:7]=[CH:6][C:5]=4[O:8][C:9]3=[CH:10][CH:11]=2)=[CH:28][CH:27]=[CH:26][N:25]=1 |f:2.3.4.5|.